This data is from the Open Reaction Database (ORD), a public repository of structured organic reaction records. The task is: describe an organic reaction: reactants, conditions, products, and yield Starting materials: CCCCNCCCC, CN(C)C=O, CN1Cc2c(-c3noc(CCl)n3)ncn2-c2ccc(F)cc2C1=O. Yields the product CCCCN(CCCC)Cc1nc(-c2ncn3c2CN(C)C(=O)c2cc(F)ccc2-3)no1. As a reaction SMILES: [CH2:25]([CH2:26][CH2:27][CH3:28])[NH:29][CH2:30][CH2:31][CH2:32][CH3:33].[CH3:34][N:35]([CH3:36])[CH:37]=[O:38].[Cl:1][CH2:2][c:3]1[n:4][c:5](-[c:8]2[n:9][cH:10][n:11]3[c:12]2[CH2:13][N:14]([CH3:24])[C:15](=[O:23])[c:16]2[c:17]-3[cH:18][cH:19][c:20]([F:22])[cH:21]2)[n:6][o:7]1>>[CH2:2]([c:3]1[n:4][c:5](-[c:8]2[n:9][cH:10][n:11]3[c:12]2[CH2:13][N:14]([CH3:24])[C:15](=[O:23])[c:16]2[c:17]-3[cH:18][cH:19][c:20]([F:22])[cH:21]2)[n:6][o:7]1)[N:29]([CH2:25][CH2:26][CH2:27][CH3:28])[CH2:30][CH2:31][CH2:32][CH3:33]. Reactants: BrC=1C=NC=NC1 (5-bromopyrimidine), C(C)(C)[Mg]Cl (isopropylmagnesium chloride), BrC=1C=CC(=C(C=O)C1)F (5-bromo-2-fluorobenzaldehyde). The solvent is C1CCOC1 (THF), C1CCOC1 (THF). Reaction conditions: temperature 0 celsius, time 30 minute. Yields the product BrC=1C=CC(=C(C1)C(O)C=1C=NC=NC1)F ((5-bromo-2-fluorophenyl)(pyrimidin-5-yl)methanol). As a reaction SMILES: Br[C:2]1[CH:3]=[N:4][CH:5]=[N:6][CH:7]=1.C([Mg]Cl)(C)C.[Br:13][C:14]1[CH:15]=[CH:16][C:17]([F:22])=[C:18]([CH:21]=1)[CH:19]=[O:20]>C1COCC1>[Br:13][C:14]1[CH:15]=[CH:16][C:17]([F:22])=[C:18]([CH:19]([C:2]2[CH:3]=[N:4][CH:5]=[N:6][CH:7]=2)[OH:20])[CH:21]=1. Procedure details: To an oven-dried flask was added anhydrous THF (40 mL) and 5-bromopyrimidine (6.36 g, 40 mmol). 2M isopropylmagnesium chloride in THF (22 mL) was then added dropwise over several minutes at 0° C. The mixture was stirred at 0° C. for 30 minutes, and then 5-bromo-2-fluorobenzaldehyde (2.4 mL, 20 mmol) was added. After warming to room temperature, the reaction was quenched with saturated aqueous NH4Cl. The aqueous layer was extracted with EtOAc, dried over MgSO4, and purified by column chromatograp... Starting materials: OC1=CC=CC=2NN=NC21 (hydroxybenzotriazole), C(C)N1CCOCC1 (N-ethylmorpholine), C1(CCCCC1)N=C=NC1CCCCC1 (dicyclohexylcarbodiimide), N#N.N[C@H]([C@@H](C[C@@]1(N(CCC1)C(C)(C)C)C(=O)N)O)CC1=CC=CC=C1 (N2 [3(S)-amino-2(R)-hydroxy-4-phenylbutyl]-N1 -tert.butyl-L-prolinamide), C(C1=CC=CC=C1)OC(=O)N[C@@H](CSC)C(=O)O (N-(benzyloxycarbonyl)-S-methyl-L-cysteine), ice. The solvent is C(C)(=O)OCC (ethyl acetate), O1CCCC1 (tetrahydrofuran). Conditions: time 16 hour. Product: C(C)(C)(C)N1[C@H](C(=O)N)CCC1 (N1 -tert.butyl-L-prolinamide). As a reaction SMILES: N#N.N[C@@H](CC1C=CC=CC=1)[C@H](O)C[C@@:7]1([C:16]([NH2:18])=[O:17])[CH2:11][CH2:10][CH2:9][N:8]1[C:12]([CH3:15])([CH3:14])[CH3:13].C(OC(N[C@H](C(O)=O)CSC)=O)C1C=CC=CC=1.OC1C2N=NNC=2C=CC=1.C(N1CCOCC1)C.C1(N=C=NC2CCCCC2)CCCCC1>O1CCCC1.C(OCC)(=O)C>[C:12]([N:8]1[CH2:9][CH2:10][CH2:11][C@H:7]1[C:16]([NH2:18])=[O:17])([CH3:15])([CH3:13])[CH3:14] |f:0.1|. Procedure: A solution of 650 mg of N2 -[3(S)-amino-2(R)-hydroxy-4-phenylbutyl]-N1 -tert.butyl-L-prolinamide and 538 mg of N-(benzyloxycarbonyl)-S-methyl-L-cysteine in 20 ml of dry tetrahydrofuran was cooled in an ice/salt mixture. 270 mg of hydroxybenzotriazole, 230 mg of N-ethylmorpholine and 412 mg of dicyclohexylcarbodiimide were added and the mixture was stirred for 16 hours. The mixture was diluted with ethyl acetate and filtered. The filtrate was washed with aqueous sodium bicarbonate solution and so...